Task: describe an organic reaction: reactants, conditions, products, and yield. Dataset: the Open Reaction Database (ORD), a public repository of structured organic reaction records Starting materials: C(=O)=O (CO2), C(CC(O)(C(=O)[O-])CC(=O)[O-])(=O)[O-].[Ca+2].C(CC(O)(C(=O)[O-])CC(=O)[O-])(=O)[O-].[Ca+2].[Ca+2] (Calcium citrate), C(CC(O)(C(=O)O)CC(=O)O)(=O)O (citric acid), C([O-])([O-])=O.[Ca+2] (calcium carbonate), C(CC(O)(C(=O)O)CC(=O)O)(=O)O (citric acid), C(CC(O)(C(=O)O)CC(=O)O)(=O)O (citric acid). Solvent: O (water), O (water). Yields the product C(CC(O)(C(=O)[O-])CC(=O)[O-])(=O)[O-].[Ca+2].C(CC(O)(C(=O)[O-])CC(=O)[O-])(=O)[O-].[Ca+2].[Ca+2].C(CC(O)(C(=O)O)CC(=O)O)(=O)O (Calcium Citrate Citric Acid). Reaction SMILES: [C:1]([O-:13])(=[O:12])[CH2:2][C:3]([CH2:8][C:9]([O-:11])=[O:10])([C:5]([O-:7])=[O:6])[OH:4].[Ca+2:14].[C:15]([O-:27])(=[O:26])[CH2:16][C:17]([CH2:22][C:23]([O-:25])=[O:24])([C:19]([O-:21])=[O:20])[OH:18].[Ca+2].[Ca+2].[C:30]([OH:42])(=[O:41])[CH2:31][C:32]([CH2:37][C:38]([OH:40])=[O:39])([C:34]([OH:36])=[O:35])[OH:33].C(=O)([O-])[O-].[Ca+2].C(=O)=O>O>[C:1]([O-:13])(=[O:12])[CH2:2][C:3]([CH2:8][C:9]([O-:11])=[O:10])([C:5]([O-:7])=[O:6])[OH:4].[Ca+2:14].[C:15]([O-:27])(=[O:26])[CH2:16][C:17]([CH2:22][C:23]([O-:25])=[O:24])([C:19]([O-:21])=[O:20])[OH:18].[Ca+2:14].[Ca+2:14].[C:30]([OH:42])(=[O:41])[CH2:31][C:32]([CH2:37][C:38]([OH:40])=[O:39])([C:34]([OH:36])=[O:35])[OH:33] |f:0.1.2.3.4,6.7,10.11.12.13.14.15|. Procedure details: Calcium citrate with excess citric acid was prepared as follows. Specific amounts of calcium carbonate and citric acid at a molar ratio of 3:2 (i.e., 1.5) were thoroughly mixed. Warm water (50° C.-80° C.) was gradually added with agitation to form a hydrated mixture cnntaining about 40 weight percent water. Agitation was continued until CO2 evolution had apparently ceased. Additional amounts of citric acid were then added and thoroughly mixed to produce the calcium/citrate molar ratios shown in ... Reactants: CC=1C(=NC=C(N1)C(F)(F)F)N[C@@H]1[C@H](CCC1)NC(=O)C1=NC=CC=C1N1N=CC=N1 (N-[(1S,2S)-2-{[3-Methyl-5-(trifluoromethyl)pyrazin-2-yl]amino}cyclopentyl]-3-(2H-1,2,3-triazol-2-yl)pyridine-2-carboxamide), N=1N(N=CC1)C1=C(C(=O)O)C=CC=C1 (2-(2H-1,2,3-triazol-2-yl)benzoic acid), Cl.CN([C@@H]1[C@H](CCC1)N)C1=NC=C(N=C1)C(F)(F)F ((1S,2S)-1-N-methyl-1-N-[5-(trifluoromethyl)pyrazin-2-yl]cyclopentane-1,2-diamine hydrochloride), Cl.CN([C@@H]1[C@H](CCC1)N)C1=NC=C(N=C1)C(F)(F)F ((1S,2S)-1-N-methyl-1-N-[5-(trifluoromethyl)pyrazin-2-yl]cyclopentane-1,2-diamine hydrochloride). Product: CC=1C(=NC=C(N1)C(F)(F)F)N[C@@H]1[C@H](CCC1)NC(C1=C(C=CC=C1)N1N=CC=N1)=O (N-[(1S,2S)-2-{[3-Methyl-5-(trifluoromethyl)pyrazin-2-yl]amino}cyclopentyl]-2-(2H-1,2,3-triazol-2-yl)benzamide). Reaction SMILES: [CH3:1][C:2]1[C:3]([NH:12][C@H:13]2[CH2:17][CH2:16][CH2:15][C@@H:14]2[NH:18][C:19]([C:21]2[C:26]([N:27]3[N:31]=[CH:30][CH:29]=[N:28]3)=[CH:25][CH:24]=[CH:23]N=2)=[O:20])=[N:4][CH:5]=[C:6]([C:8]([F:11])([F:10])[F:9])[N:7]=1.Cl.[CH3:33]N(C1C=NC(C(F)(F)F)=CN=1)[C@H]1CCC[C@@H]1N.N1N(C2C=CC=CC=2C(O)=O)N=CC=1>>[CH3:1][C:2]1[C:3]([NH:12][C@H:13]2[CH2:17][CH2:16][CH2:15][C@@H:14]2[NH:18][C:19](=[O:20])[C:21]2[CH:33]=[CH:23][CH:24]=[CH:25][C:26]=2[N:27]2[N:28]=[CH:29][CH:30]=[N:31]2)=[N:4][CH:5]=[C:6]([C:8]([F:9])([F:10])[F:11])[N:7]=1 |f:1.2|. Procedure: Prepared according to the procedure for N-[(1S,2S)-2-{[3-methyl-5-(trifluoromethyl)pyrazin-2-yl]amino}cyclopentyl]-3-(2H-1,2,3-triazol-2-yl)pyridine-2-carboxamide (Example 76) from (1S,2S)-1-N-methyl-1-N-[5-(trifluoromethyl)pyrazin-2-yl]cyclopentane-1,2-diamine hydrochloride (Intermediate 23; 60 mg, 0.20 mmol) and 2-(2H-1,2,3-triazol-2-yl)benzoic acid (CAS number 1001401-62-2; 40 mg, 0.21 mmol) except this was purified only by column chromatography (silica, 0 to 100% ethyl acetate/petrol) to aff... Starting materials: ClC=1C=C(C(=C(C1)F)NCCC(F)(F)F)N (4-chloro-6-fluoro-N-(3,3,3-trifluoropropyl)benzene-1,2-diamine), ClCC(=O)[O-].[Na+] (sodium 2-chloroacetate), CS(=O)(=O)C1=NNC2=CN=CC=C21 (3-(methylsulfonyl)-1H-pyrazolo[3,4-c]pyridine). The product is ClC1=CC2=C(N(C(=N2)CCl)CCC(F)(F)F)C(=C1)F (5-Chloro-2-chloromethyl-7-fluoro-1-(3,3,3-trifluoro-propyl)-1H-benzoimidazole). RXN SMILES: [Cl:1][C:2]1[CH:3]=[C:4]([NH2:16])[C:5]([NH:9][CH2:10][CH2:11][C:12]([F:15])([F:14])[F:13])=[C:6]([F:8])[CH:7]=1.[Cl:17][CH2:18][C:19]([O-])=O.[Na+].CS(C1C2C(=CN=CC=2)NN=1)(=O)=O>>[Cl:1][C:2]1[CH:7]=[C:6]([F:8])[C:5]2[N:9]([CH2:10][CH2:11][C:12]([F:13])([F:14])[F:15])[C:19]([CH2:18][Cl:17])=[N:16][C:4]=2[CH:3]=1 |f:1.2|. Procedure details: 5-Chloro-2-chloromethyl-7-fluoro-1-(3,3,3-trifluoro-propyl)-1H-benzoimidazole was prepared according to the procedure described in Example 2-1 by using 4-chloro-6-fluoro-N-(3,3,3-trifluoropropyl)benzene-1,2-diamine and sodium 2-chloroacetate instead of 5-chloro-2-chloromethyl-1-((S)-1,1-dioxo-tetrahydro-1λ6-thiophen-3-yl)-1H-benzoimidazole and 3-(methylsulfonyl)-1H-pyrazolo[3,4-c]pyridine. MS obsd. (ESI+) [(M+H)+] 315. The reactants are [OH-].[Na+] (NaOH), C(C=C)NC(COC1=C(C=C(C=C1Cl)Cl)Cl)=O (N-allyl-2,4,6-trichlorophenoxyacetamide), O1CCCC1 (tetrahydrofuran), [H-].[Al+3].[Li+].[H-].[H-].[H-] (lithium aluminum hydride). The solvent is O (water), O (water). Run at temperature 10 celsius. The product is ClC1=C(C(=CC(=C1)Cl)Cl)OCCNCC=C (N-allyl ethanolamine 2,4,6-trichlorophenylether). As a reaction SMILES: [CH2:1]([NH:4][C:5](=O)[CH2:6][O:7][C:8]1[C:13]([Cl:14])=[CH:12][C:11]([Cl:15])=[CH:10][C:9]=1[Cl:16])[CH:2]=[CH2:3].O1CCCC1.[H-].[Al+3].[Li+].[H-].[H-].[H-].[OH-].[Na+]>O>[Cl:14][C:13]1[CH:12]=[C:11]([Cl:15])[CH:10]=[C:9]([Cl:16])[C:8]=1[O:7][CH2:6][CH2:5][NH:4][CH2:1][CH:2]=[CH2:3] |f:2.3.4.5.6.7,8.9|. Procedure: N-allyl-2,4,6-trichlorophenoxyacetamide, 14.6 gm, was added to 100 ml of anhydrous tetrahydrofuran. The solution was cooled to about 10° C. with an ice bath. Then lithium aluminum hydride, 1.86 gm, was added slowly. The resulting mixture was stirred in the cold and allowed to warm to room temperature overnight. The mixture was heated at reflux for 6 hours, then again stirred at room temperature overnight. Then 2 ml water, 2 ml of 15% NaOH solution and 6 ml of water were added sequentially. The m... Reactants: NC1=C(C=C(C=C1)F)O (2-Amino-5-fluorophenol), C(=S)(Cl)Cl (thiophosgene). The solvent is C(C)OCC (diethyl ether), O (water). Yields the product FC1=CC2=C(N=C(O2)S)C=C1 (6-fluoro-2-mecapto-benzoxazole). Reaction SMILES: [NH2:1][C:2]1[CH:7]=[CH:6][C:5]([F:8])=[CH:4][C:3]=1[OH:9].[C:10](Cl)(Cl)=[S:11]>O.C(OCC)C>[F:8][C:5]1[CH:6]=[CH:7][C:2]2[N:1]=[C:10]([SH:11])[O:9][C:3]=2[CH:4]=1. Reported procedure: 2-Amino-5-fluorophenol [CAS:53981-24-1] (18.4 g) in 100 ml of water was stirred at room temperature while thiophosgene (16.8 g) was added dropwise as a solution in 100 ml of diethyl ether at such a rate that the resultant exotherm was controlled.